This data is from the Open Reaction Database (ORD), a public repository of structured organic reaction records. The task is: describe an organic reaction: reactants, conditions, products, and yield Reactants: CO, CC[O-], Cl, O=C(c1ccccc1)C(F)(F)S(=O)(=O)C1CCCCC1, NO, [Na+], O. Product: O=S(=O)(C1CCCCC1)C(F)(F)C(=NO)c1ccccc1. RXN SMILES: [CH3:29][OH:30].[CH3:2][CH2:3][O-:4].[ClH:5].[F:8][C:9]([C:10](=[O:11])[c:12]1[cH:13][cH:14][cH:15][cH:16][cH:17]1)([S:18](=[O:19])(=[O:20])[CH:21]1[CH2:22][CH2:23][CH2:24][CH2:25][CH2:26]1)[F:27].[NH2:6][OH:7].[Na+:1].[OH2:28]>>[N:6]([OH:7])=[C:10]([C:9]([F:8])([S:18](=[O:19])(=[O:20])[CH:21]1[CH2:22][CH2:23][CH2:24][CH2:25][CH2:26]1)[F:27])[c:12]1[cH:13][cH:14][cH:15][cH:16][cH:17]1. Reactants: CC=1NC(=C(C1CCC(=O)OCC)C)C(=O)OCC (2,4-Dimethyl-5-ethoxycarbonyl-3-(2-ethoxycarbonylethyl)-pyrrole), [OH-].[Na+] (sodium hydroxide), Cl (hydrochloric acid). Conditions: temperature 50 celsius. The product is C(=O)(O)CCC1=C(NC=C1C)C (3-(2-carboxyethyl)-2,4-dimethylpyrrole). The yield is 101.2%. Reaction SMILES: [CH3:1][C:2]1[NH:3][C:4](C(OCC)=O)=[C:5]([CH3:14])[C:6]=1[CH2:7][CH2:8][C:9]([O:11]CC)=[O:10].[OH-].[Na+].Cl>>[C:9]([CH2:8][CH2:7][C:6]1[C:5]([CH3:14])=[CH:4][NH:3][C:2]=1[CH3:1])([OH:11])=[O:10] |f:1.2|. Procedure details: 2,4-Dimethyl-5-ethoxycarbonyl-3-(2-ethoxycarbonylethyl)-pyrrole (1.07 kg) and 3.2 L 5 N sodium hydroxide were mechanically stirred in a 12 L three-neck round bottom flask equipped with a reflux condenser and an addition funnel and heated in an oil bath. The mixture was refluxed for 3 hours after which time the internal temperature was 96° C., all solids were dissolved and thin layer chromatography showed hydrolysis to be complete. The heating bath was removed and the mixture cooled to 50° C. in ... The reactants are Cl.NC1=CC(=NN1C1=CC=CC=C1)C (5-Amino-3-methyl-1-phenyl pyrazole hydrochloride), C(C)(=O)N1C=NCC1 (1-acetyl-2-imidazoline). Product: C(C)(=O)N1C(=NCC1)NC1=CC(=NN1C1=CC=CC=C1)C (1-Acetyl-2(3-methyl-1-phenyl-5-pyrazolyl) amino-2-imidazoline). Reaction SMILES: Cl.[NH2:2][C:3]1[N:7]([C:8]2[CH:13]=[CH:12][CH:11]=[CH:10][CH:9]=2)[N:6]=[C:5]([CH3:14])[CH:4]=1.[C:15]([N:18]1[CH2:22][CH2:21][N:20]=[CH:19]1)(=[O:17])[CH3:16]>>[C:15]([N:18]1[CH2:22][CH2:21][N:20]=[C:19]1[NH:2][C:3]1[N:7]([C:8]2[CH:13]=[CH:12][CH:11]=[CH:10][CH:9]=2)[N:6]=[C:5]([CH3:14])[CH:4]=1)(=[O:17])[CH3:16] |f:0.1|. Procedure: 5-Amino-3-methyl-1-phenyl pyrazole hydrochloride (37.8 g.) and -1-acetyl-2-imidazoline (27.4 g.) were reacted as described in Example I to give 35.4 g. product. mp 153°-162° (crystallized from CH3CN) Reactants: C(C1=CC=CC=C1)OC1=C(C=C(C=O)C=C1)OC (O-benzylvanillin), C(C1=CC=CC=C1)[Mg]Cl (benzyl magnesium chloride). The solvent is O1CCCC1 (tetrahydrofuran), C(C)OCC (diethylether). Run at time 10 minute. The product is C(C1=CC=CC=C1)OC1=C(C=C(C=C1)C(CC1=CC=CC=C1)O)OC (1-(4-Benzyloxy-3-methoxyphenyl)-2-phenyl-1-ethanol). Reaction SMILES: [CH2:1]([O:8][C:9]1[CH:16]=[CH:15][C:12]([CH:13]=[O:14])=[CH:11][C:10]=1[O:17][CH3:18])[C:2]1[CH:7]=[CH:6][CH:5]=[CH:4][CH:3]=1.[CH2:19]([Mg]Cl)[C:20]1[CH:25]=[CH:24][CH:23]=[CH:22][CH:21]=1>O1CCCC1.C(OCC)C>[CH2:1]([O:8][C:9]1[CH:16]=[CH:15][C:12]([CH:13]([OH:14])[CH2:19][C:20]2[CH:25]=[CH:24][CH:23]=[CH:22][CH:21]=2)=[CH:11][C:10]=1[O:17][CH3:18])[C:2]1[CH:3]=[CH:4][CH:5]=[CH:6][CH:7]=1. Procedure: A solution of 20 g (82.64 mmol) of O-benzylvanillin in 200 mL of dry tetrahydrofuran was slowly added to a stirred solution of benzyl magnesium chloride (103.30 mmol) in 150 mL of diethylether at 10° C. over 20 min, and the reaction mixture was then boiled for 10 min, cooled, quenched with a mixture of ice and dilute hydrochloric acid and evaporated at reduced pressure. The residue was dissolved in dichloromethane, the solution washed with brine, dried with sodium sulphate and the solvent was ev... Starting materials: [Br-], BrCc1ccccc1, CCCC[N+](CCCC)(CCCC)CCCC, COc1ccc(COCc2nc(C(C)C)c(Sc3cc(Cl)cc(Cl)c3)[nH]2)cc1, [Na+], C1CCOC1, [OH-]. Yields the product COc1ccc(COCc2nc(C(C)C)c(Sc3cc(Cl)cc(Cl)c3)n2Cc2ccccc2)cc1. RXN SMILES: [Br-:39].[Br:29][CH2:30][c:31]1[cH:32][cH:33][cH:34][cH:35][cH:36]1.[CH3:40][CH2:41][CH2:42][CH2:43][N+:44]([CH2:45][CH2:46][CH2:47][CH3:48])([CH2:49][CH2:50][CH2:51][CH3:52])[CH2:53][CH2:54][CH2:55][CH3:56].[Cl:1][c:2]1[cH:3][c:4]([S:9][c:10]2[c:11]([CH:26]([CH3:27])[CH3:28])[n:12][c:13]([CH2:15][O:16][CH2:17][c:18]3[cH:19][cH:20][c:21]([O:24][CH3:25])[cH:22][cH:23]3)[nH:14]2)[cH:5][c:6]([Cl:8])[cH:7]1.[Na+:38].[O:57]1[CH2:58][CH2:59][CH2:60][CH2:61]1.[OH-:37]>>[Cl:1][c:2]1[cH:3][c:4]([S:9][c:10]2[c:11]([CH:26]([CH3:27])[CH3:28])[n:12][c:13]([CH2:15][O:16][CH2:17][c:18]3[cH:19][cH:20][c:21]([O:24][CH3:25])[cH:22][cH:23]3)[n:14]2[CH2:30][c:31]2[cH:32][cH:33][cH:34][cH:35][cH:36]2)[cH:5][c:6]([Cl:8])[cH:7]1.